describe an organic reaction: reactants, conditions, products, and yield From a dataset of the Open Reaction Database (ORD), a public repository of structured organic reaction records. The reactants are CC1(C)CCCC(C)(C)N1O, CN(C)C=O, [Cl-], O, Cc1cc(CO)cc(C)c1O. Product: Cc1cc(C=O)cc(C)c1O. Reaction SMILES: [CH3:12][C:13]1([CH3:22])[N:14]([O:15])[C:16]([CH3:17])([CH3:18])[CH2:19][CH2:20][CH2:21]1.[CH3:25][N:26]([CH3:27])[CH:28]=[O:29].[Cl-:23].[O:24].[OH:1][c:2]1[c:3]([CH3:11])[cH:4][c:5]([CH2:9][OH:10])[cH:6][c:7]1[CH3:8]>>[OH:1][c:2]1[c:3]([CH3:11])[cH:4][c:5]([CH:9]=[O:10])[cH:6][c:7]1[CH3:8]. Starting materials: CO, CI, C1CCOC1, O=C(NCc1ncc[nH]1)c1[nH]c2ccc(Cl)cc2c1S(=O)(=O)c1ccccc1. The product is Cn1ccnc1CNC(=O)c1[nH]c2ccc(Cl)cc2c1S(=O)(=O)c1ccccc1. Reaction SMILES: [CH3:36][OH:37].[I:29][CH3:30].[O:31]1[CH2:32][CH2:33][CH2:34][CH2:35]1.[c:1]1([S:7](=[O:8])(=[O:9])[c:10]2[c:11]([C:20](=[O:21])[NH:22][CH2:23][c:24]3[nH:25][cH:26][cH:27][n:28]3)[nH:12][c:13]3[cH:14][cH:15][c:16]([Cl:19])[cH:17][c:18]23)[cH:2][cH:3][cH:4][cH:5][cH:6]1>>[c:1]1([S:7](=[O:8])(=[O:9])[c:10]2[c:11]([C:20](=[O:21])[NH:22][CH2:23][c:24]3[n:25][cH:26][cH:27][n:28]3[CH3:30])[nH:12][c:13]3[cH:14][cH:15][c:16]([Cl:19])[cH:17][c:18]23)[cH:2][cH:3][cH:4][cH:5][cH:6]1. The reactants are FC=1C=C(C=CC1C=1SC2=NC(=CC=C2N1)C1(CC1)C1=CC=CC=C1)N[C@@H]1C[C@H](C1)C(=O)OC (Methyl trans-3-((3-fluoro-4-(5-(1-phenylcyclopropyl)[1,3]thiazolo[5,4-b]pyridin-2-yl)phenyl)amino)cyclobutanecarboxylate), [OH-].[Na+] (sodium hydroxide), Cl (HCl). The solvent is C1CCOC1 (THF), C1CCOC1 (THF). Reaction conditions: time 16 hour. Product: FC=1C=C(C=CC1C=1SC2=NC(=CC=C2N1)C1(CC1)C1=CC=CC=C1)N[C@@H]1C[C@H](C1)C(=O)O (trans-3-((3-fluoro-4-(5-(1-phenylcyclopropyl)[1,3]thiazolo[5,4-b]pyridin-2-yl)phenyl)amino)cyclobutanecarboxylic acid). As a reaction SMILES: [F:1][C:2]1[CH:3]=[C:4]([NH:26][C@H:27]2[CH2:30][C@H:29]([C:31]([O:33]C)=[O:32])[CH2:28]2)[CH:5]=[CH:6][C:7]=1[C:8]1[S:9][C:10]2[C:15]([N:16]=1)=[CH:14][CH:13]=[C:12]([C:17]1([C:20]3[CH:25]=[CH:24][CH:23]=[CH:22][CH:21]=3)[CH2:19][CH2:18]1)[N:11]=2.[OH-].[Na+].Cl>C1COCC1>[F:1][C:2]1[CH:3]=[C:4]([NH:26][C@H:27]2[CH2:30][C@H:29]([C:31]([OH:33])=[O:32])[CH2:28]2)[CH:5]=[CH:6][C:7]=1[C:8]1[S:9][C:10]2[C:15]([N:16]=1)=[CH:14][CH:13]=[C:12]([C:17]1([C:20]3[CH:25]=[CH:24][CH:23]=[CH:22][CH:21]=3)[CH2:18][CH2:19]1)[N:11]=2 |f:1.2|. Procedure details: Methyl trans-3-((3-fluoro-4-(5-(1-phenylcyclopropyl)[1,3]thiazolo[5,4-b]pyridin-2-yl)phenyl)amino)cyclobutanecarboxylate (2.0 mg, 4.2 μmol) was dissolved in THF (0.422 ml) before 0.1 N sodium hydroxide (169 μl, 17 μmol) was added and stirred for 16 h at ambient temperature. The reaction mixture was acidified with 2 N HCl, diluted with THF, separated, dried over sodium sulfate, and was concentrated to give the title compound. MS (ESI) m/z: Calculated: 459.1; Observed: 460.0 (M++H). Reactants: Cl (hydrochloric acid), aqueous saturated solution, [OH-].[Na+] (sodium hydroxide), C(C1=CC=CC=C1)(=O)C=1C=C(C=CC1)/C(/C(=O)OCC)=N/OCC1=CC=C(C=C1)OCC=1N=C(OC1C)C1=CC=CC=C1 (ethyl Z-2-(3-benzoylphenyl)-2-[4-(5-methyl-2-phenyl-4-oxazolylmethoxy)benzyloxyimino]acetate), CO (methanol). Solvent: O1CCCC1 (tetrahydrofuran). Run at temperature 40 celsius, time 1 hour. Product: C(C1=CC=CC=C1)(=O)C=1C=C(C=CC1)/C(/C(=O)O)=N/OCC1=CC=C(C=C1)OCC=1N=C(OC1C)C1=CC=CC=C1 (Z-2-(3-benzoylphenyl)-2-[4-(5-methyl-2-phenyl-4-oxazolylmethoxy)benzyloxyimino]acetic acid). Yield: 79.9%. As a reaction SMILES: [OH-].[Na+].[C:3]([C:11]1[CH:12]=[C:13](/[C:17](=[N:23]/[O:24][CH2:25][C:26]2[CH:31]=[CH:30][C:29]([O:32][CH2:33][C:34]3[N:35]=[C:36]([C:40]4[CH:45]=[CH:44][CH:43]=[CH:42][CH:41]=4)[O:37][C:38]=3[CH3:39])=[CH:28][CH:27]=2)/[C:18]([O:20]CC)=[O:19])[CH:14]=[CH:15][CH:16]=1)(=[O:10])[C:4]1[CH:9]=[CH:8][CH:7]=[CH:6][CH:5]=1.CO.Cl>O1CCCC1>[C:3]([C:11]1[CH:12]=[C:13](/[C:17](=[N:23]/[O:24][CH2:25][C:26]2[CH:31]=[CH:30][C:29]([O:32][CH2:33][C:34]3[N:35]=[C:36]([C:40]4[CH:41]=[CH:42][CH:43]=[CH:44][CH:45]=4)[O:37][C:38]=3[CH3:39])=[CH:28][CH:27]=2)/[C:18]([OH:20])=[O:19])[CH:14]=[CH:15][CH:16]=1)(=[O:10])[C:4]1[CH:9]=[CH:8][CH:7]=[CH:6][CH:5]=1 |f:0.1|. Procedure: A 1N aqueous saturated solution of sodium hydroxide (7 ml) was added to a solution of ethyl Z-2-(3-benzoylphenyl)-2-[4-(5-methyl-2-phenyl-4-oxazolylmethoxy)benzyloxyimino]acetate (800 mg) in tetrahydrofuran (14 ml)-methanol (7 ml) and stirred at 40° C. for 1 hour. 1N hydrochloric acid (7.5 ml) was added to the reaction mixture and extracted with ethyl acetate. The ethyl acetate layer was washed with an aqueous saturated solution of sodium chloride, dried (MgSO4) and concentrated. The residue was... Reactants: CN1C(=NC2=C1C=CC(=C2)C(=O)O)NC=2SC1=C(N2)C=CC(=C1)OC(F)(F)F (1-methyl-2-(6-trifluoromethoxy-benzothiazol-2-ylamino)-1H-benzoimidazole-5-carboxylic acid), CCN(C(C)C)C(C)C (DIEA), C1(CC1)CN (cyclopropane-methylamine), C=1C=CC(=CC1)P(=O)(C=2C=CC=CC2)N=[N+]=[N-] (DPPA). Product: C1(CC1)CNC(=O)C1=CC2=C(N(C(=N2)NC=2SC3=C(N2)C=CC(=C3)OC(F)(F)F)C)C=C1 (1-Methyl-2-(6-trifluoromethoxy-benzothiazol-2-ylamino)-1H-benzoimidazole-5-carboxylic acid cyclopropylmethyl-amide). Isolated yield 23.6%. Reaction SMILES: [CH3:1][N:2]1[C:6]2[CH:7]=[CH:8][C:9]([C:11]([OH:13])=O)=[CH:10][C:5]=2[N:4]=[C:3]1[NH:14][C:15]1[S:16][C:17]2[CH:23]=[C:22]([O:24][C:25]([F:28])([F:27])[F:26])[CH:21]=[CH:20][C:18]=2[N:19]=1.[CH:29]1([CH2:32][NH2:33])[CH2:31][CH2:30]1.C1C=CC(P(N=[N+]=[N-])(C2C=CC=CC=2)=O)=CC=1.CCN(C(C)C)C(C)C>>[CH:29]1([CH2:32][NH:33][C:11]([C:9]2[CH:8]=[CH:7][C:6]3[N:2]([CH3:1])[C:3]([NH:14][C:15]4[S:16][C:17]5[CH:23]=[C:22]([O:24][C:25]([F:26])([F:28])[F:27])[CH:21]=[CH:20][C:18]=5[N:19]=4)=[N:4][C:5]=3[CH:10]=2)=[O:13])[CH2:31][CH2:30]1. Procedure: 1-Methyl-2-(6-trifluoromethoxy-benzothiazol-2-ylamino)-1H-benzoimidazole-5-carboxylic acid cyclopropylmethyl-amide (24 mg) was prepared by following General Procedure N starting from 1-methyl-2-(6-trifluoromethoxy-benzothiazol-2-ylamino)-1H-benzoimidazole-5-carboxylic acid (90 mg), cyclopropane-methylamine (16 mg), DPPA (48 uL), and DIEA (39 uL). LC/MS: m/z 462.9. 1H NMR (DMSO-d6, 400 MHz): δ 12.16 (bs, 1H), 8.30 (s, 1H), 7.87 (s, 1H), 7.68 (s, 1H), 7.55 (d, 1H), 7.50 (d, 1H), 7.26 (d, 1H), 7.12... Reactants: CCOCC (Ether), C(C1=CC=CC=C1)N1CCC(CC1)NS(=O)(=O)C1=CC=CC=C1 (N-(1-BENZYLPIPERIDIN-4-YL)-BENZENESULFONAMIDE), C(CCC)[Li] (n-butyl lithium), FC1=CC=C(C=O)C=C1 (4-fluorobenzaldehyde). The solvent is CO (MeOH), C(OC)COC (dimethoxyethane), C(OC)COC (dimethoxyethane). Reaction conditions: time 35 minute. Product: C(C1=CC=CC=C1)N1CCC(CC1)N1S(C2=C(C1C1=CC=C(C=C1)F)C=CC=C2)(=O)=O (2-(1-Benzylpiperidin-4-yl)-3-(4-fluorophenyl)-2,3-dihydrobenzo[d]-isothiazole-1,1-dioxide). The yield is 46.0%. As a reaction SMILES: [CH2:1]([N:8]1[CH2:13][CH2:12][CH:11]([NH:14][S:15]([C:18]2[CH:23]=[CH:22][CH:21]=[CH:20][CH:19]=2)(=[O:17])=[O:16])[CH2:10][CH2:9]1)[C:2]1[CH:7]=[CH:6][CH:5]=[CH:4][CH:3]=1.C([Li])CCC.[F:29][C:30]1[CH:37]=[CH:36][C:33]([CH:34]=O)=[CH:32][CH:31]=1.CCOCC>C(COC)OC.CO>[CH2:1]([N:8]1[CH2:9][CH2:10][CH:11]([N:14]2[CH:34]([C:33]3[CH:36]=[CH:37][C:30]([F:29])=[CH:31][CH:32]=3)[C:19]3[CH:20]=[CH:21][CH:22]=[CH:23][C:18]=3[S:15]2(=[O:17])=[O:16])[CH2:12][CH2:13]1)[C:2]1[CH:3]=[CH:4][CH:5]=[CH:6][CH:7]=1. Procedure details: A solution of N-(l-benzylpiperidin-4-yl)benzenesulfonamide from Example 1 above, (18.7 g, 56.5 mmol) and 210 ml dimethoxyethane was chilled at 0° C. under N2, followed by a slow addition over 25 minutes of 2.3 equivalent of n-butyl lithium (52 ml, 2.5 N/hexanes, 130 mmol) keeping the temperature below 15° C. After mechanically stirring for 35 minutes longer, 4-fluorobenzaldehyde (7.4 g, 59 mmol) in 50 ml dimethoxyethane was added at 5° C., and the reaction was stirred for 2 hours. Ether (400 ml)...